Task: describe an organic reaction: reactants, conditions, products, and yield. Dataset: the Open Reaction Database (ORD), a public repository of structured organic reaction records The reactants are CCCCCS, [H-], Nc1nc(Cl)nc2c1ncn2Cc1ccccc1, [Na+], CN(C)C=O. Product: CCCCCSc1nc(N)c2ncn(Cc3ccccc3)c2n1. As a reaction SMILES: [CH2:3]([CH2:4][CH2:5][CH2:6][CH3:7])[SH:8].[H-:1].[NH2:9][c:10]1[c:11]2[n:12][cH:13][n:14]([CH2:20][c:21]3[cH:22][cH:23][cH:24][cH:25][cH:26]3)[c:15]2[n:16][c:17]([Cl:19])[n:18]1.[Na+:2].[O:27]=[CH:28][N:29]([CH3:30])[CH3:31]>>[CH2:3]([CH2:4][CH2:5][CH2:6][CH3:7])[S:8][c:17]1[n:16][c:15]2[c:11]([c:10]([NH2:9])[n:18]1)[n:12][cH:13][n:14]2[CH2:20][c:21]1[cH:22][cH:23][cH:24][cH:25][cH:26]1. The solvent is ClCCl (dichloromethane). Procedure: To a stirred (vigorously) mixture of 17.4 parts of 2-chloroethanamine hydrochloride, 20.7 parts of potassium carbonate and 225 parts of water was added dropwise a mixture of 31.3 parts of 2,6-dichlorobenzoyl chloride and 120 parts of dichloromethane at room temperature: slightly exothermic reaction. Upon completion, stirring at room temperature was continued for one hour. The organic phase was separated and the aqueous phase was extracted with dichloromethane. The combined organic phases were wa... The product is 25.8, ClC1=C(C(=O)NCCCl)C(=CC=C1)Cl (2,6-dichloro-N-(2-chloroethyl)benzamide). The reactants are 17.4, Cl.ClCCN (2-chloroethanamine hydrochloride), C([O-])([O-])=O.[K+].[K+] (potassium carbonate), O (water), 31.3, ClC1=C(C(=O)Cl)C(=CC=C1)Cl (2,6-dichlorobenzoyl chloride). The yield is 68.8%. Run at time 1 hour. As a reaction SMILES: Cl.[Cl:2][CH2:3][CH2:4][NH2:5].C(=O)([O-])[O-].[K+].[K+].O.[Cl:13][C:14]1[CH:22]=[CH:21][CH:20]=[C:19]([Cl:23])[C:15]=1[C:16](Cl)=[O:17]>ClCCl>[Cl:13][C:14]1[CH:22]=[CH:21][CH:20]=[C:19]([Cl:23])[C:15]=1[C:16]([NH:5][CH2:4][CH2:3][Cl:2])=[O:17] |f:0.1,2.3.4|. The reactants are C(C)(C)(C)O[C@H](C(=O)OCC)C1=C(C2=C(N=C(S2)C2=CC(=NC=C2)C=2C=C3C(=NC2)N(C=C3C)C)C=C1C)C1=CC=C(C=C1)Cl ((S)-ethyl 2-tert-butoxy-2-(7-(4-chlorophenyl)-2-(2-(1,3-dimethyl-1H-pyrrolo[2,3-b]pyridin-5-yl)pyridine-4-yl)-5-methylbenzo[d]thiazol-6-yl)acetate), [OH-].[Na+] (NaOH). Run in C1CCOC1.CO (THF CH3OH). Reaction conditions: temperature 50 celsius. The product is C(C)(C)(C)O[C@H](C(=O)O)C1=C(C2=C(N=C(S2)C2=CC(=NC=C2)C=2C=C3C(=NC2)N(C=C3C)C)C=C1C)C1=CC=C(C=C1)Cl ((S)-2-tert-butoxy-2-(7-(4-chlorophenyl)-2-(2-(1,3-dimethyl-1H-pyrrolo[2,3-b]pyridin-5-yl)pyridine-4-yl)-5-methylbenzo[d]thiazol-6-yl)acetic acid). Reaction SMILES: [C:1]([O:5][C@@H:6]([C:12]1[C:37]([CH3:38])=[CH:36][C:15]2[N:16]=[C:17]([C:19]3[CH:24]=[CH:23][N:22]=[C:21]([C:25]4[CH:26]=[C:27]5[C:33]([CH3:34])=[CH:32][N:31]([CH3:35])[C:28]5=[N:29][CH:30]=4)[CH:20]=3)[S:18][C:14]=2[C:13]=1[C:39]1[CH:44]=[CH:43][C:42]([Cl:45])=[CH:41][CH:40]=1)[C:7]([O:9]CC)=[O:8])([CH3:4])([CH3:3])[CH3:2].[OH-].[Na+]>C1COCC1.CO>[C:1]([O:5][C@@H:6]([C:12]1[C:37]([CH3:38])=[CH:36][C:15]2[N:16]=[C:17]([C:19]3[CH:24]=[CH:23][N:22]=[C:21]([C:25]4[CH:26]=[C:27]5[C:33]([CH3:34])=[CH:32][N:31]([CH3:35])[C:28]5=[N:29][CH:30]=4)[CH:20]=3)[S:18][C:14]=2[C:13]=1[C:39]1[CH:40]=[CH:41][C:42]([Cl:45])=[CH:43][CH:44]=1)[C:7]([OH:9])=[O:8])([CH3:4])([CH3:2])[CH3:3] |f:1.2,3.4|. Procedure details: To a solution of (S)-ethyl 2-tert-butoxy-2-(7-(4-chlorophenyl)-2-(2-(1,3-dimethyl-1H-pyrrolo[2,3-b]pyridin-5-yl)pyridine-4-yl)-5-methylbenzo[d]thiazol-6-yl)acetate: (28 mg, 0.044 mmol) in THF/CH3OH (1.0 mL/1.0 mL) was added 2N NaOH (0.22 mL, 0.44 mmol). The reaction mixture was heated at 50° C. for 2 h and the crude was purified by reverse phase HPLC, eluting by 0-100% acetonitrile in H2O with 0.1% TFA to give the product. LCMS-ESI+: calc'd for C34H31ClN4O3S: 611.2 (M+H+); Found: 611.2 (M+H+); 1... Starting materials: COC(=O)C=1C(=C2C=C(C(N(C2=CN1)CC1=CC=CC=C1)=O)C1=C(C=CC=C1)C(F)(F)F)O (1-benzyl-5-hydroxy-2-oxo-3-(2-trifluoromethyl-phenyl)-1,2-dihydro-[1,7]naphthyridine-6-carboxylic acid methyl ester), NCCC(=O)O (β-alanine), C[O-].[Na+] (NaOMe). Solvent: C(=O)(O)[O-].[Na+] (NaHCO3). The product is C(C1=CC=CC=C1)N1C(=C(C2=CC(C(NC2=C1)=O)C1=C(C=CC=C1)C(F)(F)F)O)C(=O)NCCC(=O)O (3-{[7-Benzyl-5-hydroxy-2-oxo-3-(2-trifluoromethyl-phenyl)-1,2-dihydro-[1,7]naphthyridine-6-carbonyl]-amino}-propionic acid). The yield is 105.6%. As a reaction SMILES: CO[C:3]([C:5]1[C:6]([OH:33])=[C:7]2[C:12](=[CH:13][N:14]=1)[N:11](CC1C=CC=CC=1)[C:10](=[O:22])[C:9]([C:23]1[CH:28]=[CH:27][CH:26]=[CH:25][C:24]=1[C:29]([F:32])([F:31])[F:30])=[CH:8]2)=[O:4].[NH2:34][CH2:35][CH2:36][C:37]([OH:39])=[O:38].C[O-].[Na+]>C([O-])(O)=O.[Na+]>[CH2:9]([N:14]1[CH:13]=[C:12]2[C:7](=[CH:8][CH:9]([C:23]3[CH:28]=[CH:27][CH:26]=[CH:25][C:24]=3[C:29]([F:32])([F:30])[F:31])[C:10](=[O:22])[NH:11]2)[C:6]([OH:33])=[C:5]1[C:3]([NH:34][CH2:35][CH2:36][C:37]([OH:39])=[O:38])=[O:4])[C:23]1[CH:28]=[CH:27][CH:26]=[CH:25][CH:24]=1 |f:2.3,4.5|. Reported procedure: A mixture of 1-benzyl-5-hydroxy-2-oxo-3-(2-trifluoromethyl-phenyl)-1,2-dihydro-[1,7]naphthyridine-6-carboxylic acid methyl ester (27 mg, 0.059 mmol), β-alanine (530 mg, 5.9 mmol) and NaOMe solution (9.6 mL, 4.8 mmol, 0.5 M in MeOH) was refluxed for 16 h. After the mixture was cooled to r.t., the solvent was evaporated in vacuo. The residue was partitioned between EtOAc and water. 1 M HCl was added until pH was about 3. The aqueous layer was extracted with additional EtOAc, and the organic layers... Reactants: C(C1=CC=CC=C1)O[C@@H]1CNC[C@@H]([C@H]1O)CO ((3R, 4R, 5R)-3-Benzyloxy-4-hydroxy-5-hydroxymethyl-piperidine), Cl (HCl). Reagents/catalysts: [Pd] (palladium charcoal). Solvent: ethanol,. Conditions: time 18 hour. Yields the product Cl.O[C@@H]1CNC[C@@H]([C@H]1O)CO ((3R,4R,5R)-3,4-dihydroxy-5-hydroxymethyl-piperidine hydrochloride). RXN SMILES: C([O:8][C@H:9]1[C@H:14]([OH:15])[C@@H:13]([CH2:16][OH:17])[CH2:12][NH:11][CH2:10]1)C1C=CC=CC=1.[ClH:18]>[Pd]>[ClH:18].[OH:8][C@H:9]1[C@H:14]([OH:15])[C@@H:13]([CH2:16][OH:17])[CH2:12][NH:11][CH2:10]1 |f:3.4|. Reported procedure: (3R, 4R, 5R)-3-Benzyloxy-4-hydroxy-5-hydroxymethyl-piperidine, (12, 0.527 g, 2.2. mmol) was dissolved in 0.5M HCl (5.3 ml) and ethanol,(50 ml), 5% palladium charcoal (300 mg) was added. The mixture was hydrogenated at 101 kPa and 20° C. for 18 h. The reaction mixture was filtrated and concentrated to give the product in 93% (0.375 g) yield. 13C-NMR (50 MHz, D2O):δ70.7 and 68.1 (C-3 and C-4); 58.6 (C-5'); 46.2 and 44.4 (C-2 and C-6); 40.6 (C-5). 1H-NMR (500 MHz, D2O, PH<1, ref. HOD 4.63 ppm):δ3.7... Starting materials: O1CCOCC1 (1,4-dioxane), ClC1=NC=2N(C(=C1)N1CCOCC1)N=C(C2)C=2C=NC(=CC2)N2CCOCC2 (5-chloro-7-morpholin-4-yl-2-(6-morpholin-4-yl-pyridin-3-yl)-pyrazolo[1,5-a]pyrimidine), O.NN (hydrazine monohydrate), O.NN (Hydrazine monohydrate). Conditions: temperature 60 celsius, time 8 hour. Product: CC=1C=C(C=NNC2=NC=3N(C(=C2)N2CCOCC2)N=C(C3)C=3C=NC(=CC3)N3CCOCC3)C=CC1 (N-(3-methyl-benzylidene)-N′-[7-morpholin-4-yl-2-(6-morpholin-4-yl-pyridin-3-yl)-pyrazolo[1,5-a]pyrimidin-5-yl]-hydrazine). As a reaction SMILES: Cl[C:2]1[CH:7]=[C:6]([N:8]2[CH2:13][CH2:12][O:11][CH2:10][CH2:9]2)[N:5]2[N:14]=[C:15]([C:17]3[CH:18]=[N:19][C:20]([N:23]4[CH2:28][CH2:27][O:26][CH2:25][CH2:24]4)=[CH:21][CH:22]=3)[CH:16]=[C:4]2[N:3]=1.O.[NH2:30][NH2:31].O1[CH2:37][CH2:36]OCC1>>[CH3:4][C:16]1[CH:15]=[C:17]([CH:22]=[CH:36][CH:37]=1)[CH:18]=[N:30][NH:31][C:2]1[CH:7]=[C:6]([N:8]2[CH2:13][CH2:12][O:11][CH2:10][CH2:9]2)[N:5]2[N:14]=[C:15]([C:17]3[CH:18]=[N:19][C:20]([N:23]4[CH2:28][CH2:27][O:26][CH2:25][CH2:24]4)=[CH:21][CH:22]=3)[CH:16]=[C:4]2[N:3]=1 |f:1.2|. Procedure details: There was suspended, in 1,4-dioxane (3 mL), 5-chloro-7-morpholin-4-yl-2-(6-morpholin-4-yl-pyridin-3-yl)-pyrazolo[1,5-a]pyrimidine (28.9 mg, 0.0720 mM) and then hydrazine monohydrate (34.8 μL, 0.720 mM) was added to the suspension. After stirring this suspension at 60° C. overnight, it was stirred at 150° C. for 10 minutes under the irradiation with microwaves. Hydrazine monohydrate (40 μL, 0.82 mM) was added to this reaction liquid and then it was stirred at 150° C. for 15 minutes under the irra... Reaction SMILES: [Si:1]([O:8][C:9]1[CH:10]=[C:11]([CH:14]=[C:15](/[CH:17]=[CH:18]/[CH2:19][O:20][CH3:21])[CH:16]=1)[CH:12]=O)([C:4]([CH3:7])([CH3:6])[CH3:5])([CH3:3])[CH3:2].[CH:22]1([NH2:25])[CH2:24][CH2:23]1.S([O-])([O-])(=O)=O.[Mg+2].[BH4-].[Na+]>ClCCl.CO>[Si:1]([O:8][C:9]1[CH:10]=[C:11]([CH:14]=[C:15](/[CH:17]=[CH:18]/[CH2:19][O:20][CH3:21])[CH:16]=1)[CH2:12][NH:25][CH:22]1[CH2:24][CH2:23]1)([C:4]([CH3:7])([CH3:6])[CH3:5])([CH3:3])[CH3:2] |f:2.3,4.5|. The product is [Si](C)(C)(C(C)(C)C)OC=1C=C(CNC2CC2)C=C(C1)\C=C\COC (N-{3-{[tert-Butyl(dimethyl)silyl]oxy}-5-[(1E)-3-methoxyprop-1-en-1-yl]benzyl}cyclopropanamine). Procedure: To a solution of 3-{[tert-butyl(dimethyl)silyl]oxy}-5-[(1E)-3-methoxyprop-1-en-1-yl]benzaldehyde from the previous step (1 eq.) in dichloromethane (0.5 M) was added cyclopropylamine (2 eq.) and magnesium sulfate (1.5 eq.). The resulting suspension was stirred at RT for 12 h. The insolubles were removed via filtration. Concentration of the filtrate in vacuo afforded the crude imine as a yellow oil. This was then taken up in methanol (0.3 M) and then added at 0° C. sodium borohydride (1.5 eq.) por... Starting materials: [Si](C)(C)(C(C)(C)C)OC=1C=C(C=O)C=C(C1)\C=C\COC (3-{[tert-butyl(dimethyl)silyl]oxy}-5-[(1E)-3-methoxyprop-1-en-1-yl]benzaldehyde), C1(CC1)N (cyclopropylamine), S(=O)(=O)([O-])[O-].[Mg+2] (magnesium sulfate), [BH4-].[Na+] (sodium borohydride). Conditions: time 12 hour. The solvent is ClCCl (dichloromethane), CO (methanol).